This data is from the Open Reaction Database (ORD), a public repository of structured organic reaction records. The task is: describe an organic reaction: reactants, conditions, products, and yield The reactants are COC(=O)C=1SC(=CC1)C1(CC=CC1)COC1=CC(=C(C(=C1)C)C1=CC=C(C=C1)C(F)(F)F)C (5-[1-(2,6-dimethyl-4′-trifluoromethyl-biphenyl-4-yloxymethyl)-cyclopent-3-enyl]-thiophene-2-carboxylic acid methyl ester), [Li+].[OH-] (LiOH), Cl (HCl). Solvent: C1CCOC1 (THF). Conditions: temperature 70 celsius, time 8 hour. Product: CC1=C(C(=CC(=C1)OCC1(CC=CC1)C1=CC=C(S1)C(=O)O)C)C1=CC=C(C=C1)C(F)(F)F (5-[1-(2,6-dimethyl-4′-trifluoromethyl-biphenyl-4-yloxymethyl)-cyclopent-3-enyl]-thiophene-2-carboxylic acid). Isolated yield 90.3%. As a reaction SMILES: C[O:2][C:3]([C:5]1[S:6][C:7]([C:10]2([CH2:15][O:16][C:17]3[CH:22]=[C:21]([CH3:23])[C:20]([C:24]4[CH:29]=[CH:28][C:27]([C:30]([F:33])([F:32])[F:31])=[CH:26][CH:25]=4)=[C:19]([CH3:34])[CH:18]=3)[CH2:14][CH:13]=[CH:12][CH2:11]2)=[CH:8][CH:9]=1)=[O:4].[Li+].[OH-].Cl>C1COCC1>[CH3:34][C:19]1[CH:18]=[C:17]([O:16][CH2:15][C:10]2([C:7]3[S:6][C:5]([C:3]([OH:4])=[O:2])=[CH:9][CH:8]=3)[CH2:11][CH:12]=[CH:13][CH2:14]2)[CH:22]=[C:21]([CH3:23])[C:20]=1[C:24]1[CH:25]=[CH:26][C:27]([C:30]([F:33])([F:32])[F:31])=[CH:28][CH:29]=1 |f:1.2|. Reported procedure: A solution of 5-[1-(2,6-dimethyl-4′-trifluoromethyl-biphenyl-4-yloxymethyl)-cyclopent-3-enyl]-thiophene-2-carboxylic acid methyl ester (0.239 g, 0.492 mmol) in THF (5.0 mL) is treated with LiOH (1N aqueous, 5.0 mL, 5.0 mmol), warmed to 70° C., and stirred overnight. The reaction mixture is cooled to rt, acidified with HCl (1N aqueous, 5.2 mL), and extracted with EtOAc (3×10 mL). The combined extracts are dried over MgSO4, filtered, and concentrated to provide 5-[1-(2,6-dimethyl-4′-trifluoromethy...